The task is: describe an organic reaction: reactants, conditions, products, and yield. This data is from the Open Reaction Database (ORD), a public repository of structured organic reaction records. Reactants: Br[Mg]c1ccccc1, CC(C)C[Mg+], [I-], ClP(Cl)c1ccccc1. Product: CC(C)CP(c1ccccc1)c1ccccc1. RXN SMILES: [Br:16][Mg:17][c:18]1[cH:19][cH:20][cH:21][cH:22][cH:23]1.[CH2:2]([CH:3]([CH3:4])[CH3:5])[Mg+:6].[I-:1].[c:7]1([P:13]([Cl:14])[Cl:15])[cH:8][cH:9][cH:10][cH:11][cH:12]1>>[CH2:2]([CH:3]([CH3:4])[CH3:5])[P:13]([c:7]1[cH:8][cH:9][cH:10][cH:11][cH:12]1)[c:18]1[cH:19][cH:20][cH:21][cH:22][cH:23]1. Starting materials: FC1=CC=C(CN2C(C=3N(CC2)C(C(=C(C3O)O)CC3CCN(CC3)C(=O)OC(C)(C)C)=O)=O)C=C1 (tert-butyl 4-{[2-(4-fluorobenzyl)-8,9-dihydroxy-1,6-dioxo-1,3,4,6-tetrahydro-2H-pyrido[1,2-a]pyrazin-7-yl]methyl}piperidine-1-carboxylate), FC(C(=O)O)(F)F (trifluoroacetic acid). Run in C(Cl)Cl (methylene chloride). Reaction conditions: time 2 hour. Yields the product OC(=O)C(F)(F)F.FC1=CC=C(CN2C(C=3N(CC2)C(C(=C(C3O)O)CC3CCNCC3)=O)=O)C=C1 (2-(4-Fluorobenzyl)-8,9-dihydroxy-7-(piperidin-4-ylmethyl)-3,4-dihydro-2H-pyrido[1,2-a]pyrazine-1,6-dione mono TFA salt). As a reaction SMILES: [F:1][C:2]1[CH:36]=[CH:35][C:5]([CH2:6][N:7]2[CH2:12][CH2:11][N:10]3[C:13](=[O:33])[C:14]([CH2:19][CH:20]4[CH2:25][CH2:24][N:23](C(OC(C)(C)C)=O)[CH2:22][CH2:21]4)=[C:15]([OH:18])[C:16]([OH:17])=[C:9]3[C:8]2=[O:34])=[CH:4][CH:3]=1.[F:37][C:38]([F:43])([F:42])[C:39]([OH:41])=[O:40]>C(Cl)Cl>[OH:41][C:39]([C:38]([F:43])([F:42])[F:37])=[O:40].[F:1][C:2]1[CH:3]=[CH:4][C:5]([CH2:6][N:7]2[CH2:12][CH2:11][N:10]3[C:13](=[O:33])[C:14]([CH2:19][CH:20]4[CH2:21][CH2:22][NH:23][CH2:24][CH2:25]4)=[C:15]([OH:18])[C:16]([OH:17])=[C:9]3[C:8]2=[O:34])=[CH:35][CH:36]=1 |f:3.4|. Procedure details: To a cold (0° C.) solution of tert-butyl 4-{[2-(4-fluorobenzyl)-8,9-dihydroxy-1,6-dioxo-1,3,4,6-tetrahydro-2H-pyrido[1,2-a]pyrazin-7-yl]methyl}piperidine-1-carboxylate (1.12 g, 2.23 mmol) in methylene chloride (10 mL), trifluoroacetic acid (3.4 mL, 45 mmol) was added and the mixture was stirred for 2 hours. The mixture was concentrated in vacuo and the residue was purified by prep HPLC (Waters prep LC 4000 System using a Waters Nova Pak column [3*10×40 mm I.D. cartridges, C18, 6 μM pore size) el... The reactants are [Al+3].[Cl-].[Cl-].[Cl-] (AlCl3), ClCCC(=O)NC1=CC(=C(C=C1)F)C (3-Chloro-N-(4-fluoro-3-methyl-phenyl)-propionamide), ClCCC(=O)Cl (3-chloropropionyl chloride), C(=O)([O-])[O-].[K+].[K+] (K2CO3), Cl (HCl). Run in CC#N (CH3CN), CCOC(=O)C (EtOAc). Run at time 44 hour. Yields the product FC=1C=C2CCC(NC2=CC1C)=O (6-fluoro-7-methyl-3,4-dihydro-1H-quinolin-2-one), FC=1C(=C2CCC(NC2=CC1)=O)C (6-fluoro-5-methyl-3,4-dihydro-1H-quinolin-2-one). The yield is 4.0%. RXN SMILES: Cl[CH2:2][CH2:3][C:4]([NH:6][C:7]1[CH:12]=[CH:11][C:10]([F:13])=[C:9]([CH3:14])[CH:8]=1)=[O:5].ClCCC(Cl)=O.C([O-])([O-])=O.[K+].[K+].[Al+3].[Cl-].[Cl-].[Cl-].Cl>CCOC(C)=O.CC#N>[F:13][C:10]1[CH:11]=[C:12]2[C:7](=[CH:8][C:9]=1[CH3:14])[NH:6][C:4](=[O:5])[CH2:3][CH2:2]2.[F:13][C:10]1[C:9]([CH3:14])=[C:8]2[C:7](=[CH:12][CH:11]=1)[NH:6][C:4](=[O:5])[CH2:3][CH2:2]2 |f:2.3.4,5.6.7.8|. Procedure: 3-Chloro-N-(4-fluoro-3-methyl-phenyl)-propionamide (3.8 g, 30 mmol), 3-chloropropionyl chloride (2.9 mL, 30 mmol) and K2CO3 (5.0 g, 36 mmol) were added to CH3CN (50 mL) and the mixture was stirred for 44 h at rt. Thereafter, the reaction was diluted with EtOAc (50 mL) and washed with water (20 mL), HCl (20 mL, 4N) and brine (20 mL). The organic phase was dried with Na2SO4, filtered and concentrated under reduced pressure. The residue (5.9 g) was heated to 135° C. and small portions of AlCl3 (11 ... Procedure: The preparation is carried out analogously to FS301 starting from 66 mg (0.18 mmol) of 1-[6-(5,5,8,8-tetramethyl-5,6,7,8-tetrahydronaphthalen-2-yl)-pyridin-2-yl]-1,4-diazepane and 18 μl of 3-chloro-1-propanol. The product is the hydrochloride. Reaction SMILES: [CH3:1][C:2]1([CH3:27])[CH2:11][CH2:10][C:9]([CH3:13])([CH3:12])[C:8]2[CH:7]=[C:6]([C:14]3[N:19]=[C:18]([N:20]4[CH2:26][CH2:25][CH2:24][NH:23][CH2:22][CH2:21]4)[CH:17]=[CH:16][CH:15]=3)[CH:5]=[CH:4][C:3]1=2.Cl[CH2:29][CH2:30][CH2:31][OH:32].Cl>>[CH3:1][C:2]1([CH3:27])[CH2:11][CH2:10][C:9]([CH3:12])([CH3:13])[C:8]2[CH:7]=[C:6]([C:14]3[N:19]=[C:18]([N:20]4[CH2:26][CH2:25][CH2:24][N:23]([CH2:29][CH2:30][CH2:31][OH:32])[CH2:22][CH2:21]4)[CH:17]=[CH:16][CH:15]=3)[CH:5]=[CH:4][C:3]1=2. The product is CC1(C=2C=CC(=CC2C(CC1)(C)C)C1=CC=CC(=N1)N1CCN(CCC1)CCCO)C (3-{4-[6-(5,5,8,8-Tetramethyl-5,6,7,8-tetrahydronaphthalen-2-yl)pyridin-2-yl]-1,4-diazepan-1-yl}propan-1-ol). Starting materials: CC1(C=2C=CC(=CC2C(CC1)(C)C)C1=CC=CC(=N1)N1CCNCCC1)C (1-[6-(5,5,8,8-tetramethyl-5,6,7,8-tetrahydronaphthalen-2-yl)-pyridin-2-yl]-1,4-diazepane), ClCCCO (3-chloro-1-propanol), Cl (hydrochloride). Product: Cc1cnc(N2CCN(C(=O)c3ccc(N4CC(C)OC4=O)cc3N3CCCS3(=O)=O)CC2)c(C)c1. Reaction SMILES: [Br:1][c:2]1[cH:3][c:4]([N:24]2[S:25](=[O:29])(=[O:30])[CH2:26][CH2:27][CH2:28]2)[c:5]([C:8](=[O:9])[N:10]2[CH2:11][CH2:12][N:13]([c:16]3[n:17][cH:18][c:19]([CH3:23])[cH:20][c:21]3[CH3:22])[CH2:14][CH2:15]2)[cH:6][cH:7]1.[CH3:31][CH:32]1[CH2:33][NH:34][C:35](=[O:37])[O:36]1>>[c:2]1([N:34]2[CH2:33][CH:32]([CH3:31])[O:36][C:35]2=[O:37])[cH:3][c:4]([N:24]2[S:25](=[O:29])(=[O:30])[CH2:26][CH2:27][CH2:28]2)[c:5]([C:8](=[O:9])[N:10]2[CH2:11][CH2:12][N:13]([c:16]3[n:17][cH:18][c:19]([CH3:23])[cH:20][c:21]3[CH3:22])[CH2:14][CH2:15]2)[cH:6][cH:7]1. Starting materials: Cc1cnc(N2CCN(C(=O)c3ccc(Br)cc3N3CCCS3(=O)=O)CC2)c(C)c1, CC1CNC(=O)O1. Reactants: C(C1=CC=CC=C1)OC1=CC(=C(C=C1)C1=CC(=C2C(=N1)N(N=C2C)C2OCCCC2)C(C)=O)F (1-[6-(4-benzyloxy-2-fluoro-phenyl)-3-methyl-1-(tetrahydro-pyran-2-yl)-1H-pyrazolo[3,4-b]pyridin-4-yl]-ethanone), C[C@@H]1N([C@@H](CNC1)C)C(=O)OC(C)(C)C ((2S,6R)-tert-butyl 2,6-dimethylpiperazine-1-carboxylate). Yields the product C[C@H]1CN(C[C@H](N1)C)C(C)C1=C2C(=NC(=C1)C1=C(C=C(C=C1)O)F)NN=C2C (4-{4-[1-((3S,5R)-3,5-Dimethyl-piperazin-1-yl)-ethyl]-3-methyl-1H-pyrazolo[3,4-b]pyridin-6-yl}-3-fluoro-phenol). Reaction SMILES: C([O:8][C:9]1[CH:14]=[CH:13][C:12]([C:15]2[N:20]=[C:19]3[N:21](C4CCCCO4)[N:22]=[C:23]([CH3:24])[C:18]3=[C:17]([C:31](=O)[CH3:32])[CH:16]=2)=[C:11]([F:34])[CH:10]=1)C1C=CC=CC=1.[CH3:35][C@H:36]1[CH2:41][NH:40][CH2:39][C@@H:38]([CH3:42])[N:37]1C(OC(C)(C)C)=O>>[CH3:35][C@@H:36]1[NH:37][C@H:38]([CH3:42])[CH2:39][N:40]([CH:31]([C:17]2[CH:16]=[C:15]([C:12]3[CH:13]=[CH:14][C:9]([OH:8])=[CH:10][C:11]=3[F:34])[N:20]=[C:19]3[NH:21][N:22]=[C:23]([CH3:24])[C:18]=23)[CH3:32])[CH2:41]1. Procedure details: The title compound was prepared in analogy to Example 97 starting from 1-[6-(4-benzyloxy-2-fluoro-phenyl)-3-methyl-1-(tetrahydro-pyran-2-yl)-1H-pyrazolo[3,4-b]pyridin-4-yl]-ethanone and (2S,6R)-tert-butyl 2,6-dimethylpiperazine-1-carboxylate. The reactants are C1(=CC=CC=C1)NCC(=O)O (N-phenyl glycine), C(CCC)N=C=O (n-butyl isocyanate). The product is C1(=CC=CC=C1)N1C(=O)N(C(=O)C1)CCCC (1-phenyl-3-n-butyl hydantoin). The yield is 43.3%. As a reaction SMILES: [C:1]1([NH:7][CH2:8][C:9]([OH:11])=O)[CH:6]=[CH:5][CH:4]=[CH:3][CH:2]=1.[CH2:12]([N:16]=[C:17]=[O:18])[CH2:13][CH2:14][CH3:15]>>[C:1]1([N:7]2[CH2:8][C:9](=[O:11])[N:16]([CH2:12][CH2:13][CH2:14][CH3:15])[C:17]2=[O:18])[CH:2]=[CH:3][CH:4]=[CH:5][CH:6]=1. Procedure: N-phenyl glycine (0.15 mole) was added with stirring over a 15 minute period to n-butyl isocyanate (0.15 mole). After the addition was complete the reaction mixture was refluxed for about 6 hours and then allowed to stand at room temperature until it solidified. The solidified mass was crystallized from ethanol and produced 0.065 moles of the above-described product having a melting point of 74° l C. The reactants are Cl.Cl.NC1=CC(=C(C(=O)NCC2CCNCC2)C=C1Cl)OC (4-Amino-5-chloro-2-methoxy-N-(piperidin-4-ylmethyl)benzamide dihydrochloride), O(C1=CC=CC=C1)CCCCBr (4-phenoxybutyl bromide). The product is NC1=CC(=C(C(=O)NCC2CCN(CC2)CCCCOC2=CC=CC=C2)C=C1Cl)OC (4-amino-5-chloro-2-methoxy-N-((1-(4-phenoxybutyl)piperidin-4-yl)methyl)benzamide). Yield: 50.4%. Reaction SMILES: Cl.Cl.[NH2:3][C:4]1[C:19]([Cl:20])=[CH:18][C:7]([C:8]([NH:10][CH2:11][CH:12]2[CH2:17][CH2:16][NH:15][CH2:14][CH2:13]2)=[O:9])=[C:6]([O:21][CH3:22])[CH:5]=1.[O:23]([CH2:30][CH2:31][CH2:32][CH2:33]Br)[C:24]1[CH:29]=[CH:28][CH:27]=[CH:26][CH:25]=1>>[NH2:3][C:4]1[C:19]([Cl:20])=[CH:18][C:7]([C:8]([NH:10][CH2:11][CH:12]2[CH2:13][CH2:14][N:15]([CH2:33][CH2:32][CH2:31][CH2:30][O:23][C:24]3[CH:29]=[CH:28][CH:27]=[CH:26][CH:25]=3)[CH2:16][CH2:17]2)=[O:9])=[C:6]([O:21][CH3:22])[CH:5]=1 |f:0.1.2|. Procedure: 4-Amino-5-chloro-2-methoxy-N-(piperidin-4-ylmethyl)benzamide dihydrochloride (1.50 g) as starting compound and 4-phenoxybutyl bromide (1.37 g) were reacted and treated in the same manner as in Example 168 to give 0.91 g of 4-amino-5-chloro-2-methoxy-N-((1-(4-phenoxybutyl)piperidin-4-yl)methyl)benzamide.